This data is from the Open Reaction Database (ORD), a public repository of structured organic reaction records. The task is: describe an organic reaction: reactants, conditions, products, and yield Reactants: C(C)(=O)OC1CNC(C1)=O (5-oxo-3-pyrrolidinyl acetate), C[Si](Cl)(C)C (trimethylchlorosilane), O1CCCC1 (tetrahydrofuran). Solvent: C(C)N(CC)CC (triethylamine). Conditions: time 1 hour. The product is C(C)(=O)OC1CN(C(C1)=O)[Si](C)(C)C (5-oxo-1-trimethylsilyl-3-pyrrolidinyl acetate). Reaction SMILES: [C:1]([O:4][CH:5]1[CH2:9][C:8](=[O:10])[NH:7][CH2:6]1)(=[O:3])[CH3:2].[CH3:11][Si:12]([CH3:15])([CH3:14])Cl.O1CCCC1>C(N(CC)CC)C>[C:1]([O:4][CH:5]1[CH2:9][C:8](=[O:10])[N:7]([Si:12]([CH3:15])([CH3:14])[CH3:11])[CH2:6]1)(=[O:3])[CH3:2]. Procedure details: 10.0 g. of 5-oxo-3-pyrrolidinyl acetate and 8.82 ml. of trimethylchlorosilane are dissolved in 100 ml. of absolute tetrahydrofuran and then 9.65 ml. of triethylamine are added at -5° C. to 0° C. The temperature is held at -5° C. to 0° C. for 1 hour, the mixture is then filtered under an argon atmosphere, the filtrate is evaporated and the residue is distilled in vacuo. There is obtained 5-oxo-1-trimethylsilyl-3-pyrrolidinyl acetate, having a boiling point of 110° C./0.07 mmHg. RXN SMILES: [CH3:1][O:2][C:3]1[CH:4]=[C:5]([CH:26]=[CH:27][C:28]=1[O:29][CH2:30][C:31]1[N:32]=[C:33]([C:37]2[CH:42]=[CH:41][CH:40]=[CH:39][CH:38]=2)[O:34][C:35]=1[CH3:36])[CH2:6][O:7][C:8]1[CH:12]=[C:11](/[CH:13]=[CH:14]/[C:15]([O:17]CC)=[O:16])[N:10]([C:20]2[CH:25]=[CH:24][CH:23]=[CH:22][CH:21]=2)[N:9]=1.[OH-].[Na+].O1CCCC1.Cl>C(O)C>[CH3:1][O:2][C:3]1[CH:4]=[C:5]([CH:26]=[CH:27][C:28]=1[O:29][CH2:30][C:31]1[N:32]=[C:33]([C:37]2[CH:42]=[CH:41][CH:40]=[CH:39][CH:38]=2)[O:34][C:35]=1[CH3:36])[CH2:6][O:7][C:8]1[CH:12]=[C:11](/[CH:13]=[CH:14]/[C:15]([OH:17])=[O:16])[N:10]([C:20]2[CH:21]=[CH:22][CH:23]=[CH:24][CH:25]=2)[N:9]=1 |f:1.2|. The solvent is C(C)O (ethanol). Reaction conditions: temperature 60 celsius, time 5 hour. Reactants: Cl (Hydrochloric acid), COC=1C=C(COC2=NN(C(=C2)/C=C/C(=O)OCC)C2=CC=CC=C2)C=CC1OCC=1N=C(OC1C)C1=CC=CC=C1 (ethyl (E)-3-(3-{[3-methoxy-4-(5-methyl-2-phenyl-1,3-oxazol-4-ylmethoxy)benzyl]oxy}-1-phenyl-1H-pyrazol5-yl)-2-propenoate), [OH-].[Na+] (sodium hydroxide), O1CCCC1 (tetrahydrofuran). Yields the product COC=1C=C(COC2=NN(C(=C2)/C=C/C(=O)O)C2=CC=CC=C2)C=CC1OCC=1N=C(OC1C)C1=CC=CC=C1 ((E)-3-(3-{[3-methoxy-4-(5-methyl-2-phenyl-1,3-oxazol-4-ylmethoxy)benzyl]oxy}-1-phenyl-1H-pyrazol5-yl)-2-propenoic acid). Reported procedure: A mixture of ethyl (E)-3-(3-{[3-methoxy-4-(5-methyl-2-phenyl-1,3-oxazol-4-ylmethoxy)benzyl]oxy}-1-phenyl-1H-pyrazol5-yl)-2-propenoate (300 mg), 1N aqueous sodium hydroxide solution (3 mL), tetrahydrofuran (5 mL) and ethanol (3 mL) was stirred at 60° C. for 5 hrs. 1N Hydrochloric acid (3 mL) was added to the reaction mixture, and the mixture was extracted with ethyl acetate. The ethyl acetate layer was washed with saturated brine, dried over anhydrous magnesium sulfate and concentrated. The obtai... The yield is 94.7%.